Dataset: the Open Reaction Database (ORD), a public repository of structured organic reaction records. Task: describe an organic reaction: reactants, conditions, products, and yield The reactants are FC1=C(C=CC(=C1)B1OC(C(O1)(C)C)(C)C)C=1C=C2C(=NC1)NC=C2 (5-(2-fluoro-4-(4,4,5,5-tetramethyl-1,3,2-dioxaborolan-2-yl)phenyl)-1H-pyrrolo[2,3-b]pyridine), BrC1=C(OC2=NC=CC=N2)C=CC=C1 (2-(2-bromophenoxy)pyrimidine). Yields the product FC=1C=C(C=CC1C=1C=C2C(=NC1)NC=C2)C2=C(C=CC=C2)OC2=NC=CC=N2 (5-[3-Fluoro-2′-(pyrimidin-2-yloxy)biphenyl-4-yl]-1H-pyrrolo[2,3-b]pyridine). Reaction SMILES: [F:1][C:2]1[CH:7]=[C:6](B2OC(C)(C)C(C)(C)O2)[CH:5]=[CH:4][C:3]=1[C:17]1[CH:18]=[C:19]2[CH:25]=[CH:24][NH:23][C:20]2=[N:21][CH:22]=1.Br[C:27]1[CH:39]=[CH:38][CH:37]=[CH:36][C:28]=1[O:29][C:30]1[N:35]=[CH:34][CH:33]=[CH:32][N:31]=1>>[F:1][C:2]1[CH:7]=[C:6]([C:27]2[CH:39]=[CH:38][CH:37]=[CH:36][C:28]=2[O:29][C:30]2[N:31]=[CH:32][CH:33]=[CH:34][N:35]=2)[CH:5]=[CH:4][C:3]=1[C:17]1[CH:18]=[C:19]2[CH:25]=[CH:24][NH:23][C:20]2=[N:21][CH:22]=1. Reported procedure: The title compound was prepared using methods analogous to those described in Example 376 using 5-(2-fluoro-4-(4,4,5,5-tetramethyl-1,3,2-dioxaborolan-2-yl)phenyl)-1H-pyrrolo[2,3-b]pyridine and 2-(2-bromophenoxy)pyrimidine. MS (ESI): mass calcd. for C23H15FN4O, 382.12; m/z found, 383.1 [M+H]+. 1H NMR (400 MHz, CDCl3) δ 9.24 (s, 1H), 8.51-8.42 (m, 3H), 8.14-8.05 (m, 1H), 7.57-7.28 (m, 8H), 6.99-6.89 (m, 1H), 6.55 (dd, J=3.6, 1.8, 1H).